From a dataset of the Open Reaction Database (ORD), a public repository of structured organic reaction records. describe an organic reaction: reactants, conditions, products, and yield The reactants are CCOC(=O)C(F)(F)Br, CC(C)CC(C=O)NC(=O)OC(C)(C)C, [Cl-], Cl, [K+], [Na+], C1CCOC1, O=S(=O)([O-])O, [Zn]. The product is CCOC(=O)C(F)(F)C(O)C(CC(C)C)NC(=O)OC(C)(C)C. Reaction SMILES: [Br:1][C:2]([C:3](=[O:4])[O:5][CH2:6][CH3:7])([F:8])[F:9].[C:10]([CH3:11])([CH3:12])([CH3:13])[O:14][C:15](=[O:16])[NH:17][CH:18]([CH2:19][CH:20]([CH3:21])[CH3:22])[CH:23]=[O:24].[Cl-:26].[ClH:33].[K+:32].[Na+:25].[O:35]1[CH2:36][CH2:37][CH2:38][CH2:39]1.[S:27](=[O:28])(=[O:29])([OH:30])[O-:31].[Zn:34]>>[C:2]([C:3](=[O:4])[O:5][CH2:6][CH3:7])([F:8])([F:9])[CH:23]([CH:18]([NH:17][C:15]([O:14][C:10]([CH3:11])([CH3:12])[CH3:13])=[O:16])[CH2:19][CH:20]([CH3:21])[CH3:22])[OH:24]. The reactants are CN(C(C)=C1C(NC2=CC=CC=C12)=O)C (3-(1-dimethylaminoethylidene)-2(1H,3H)-indolone). The solvent is CCCCCC (hexane). Product: CC=1C=C(C=CC1)N1C(C(C2=CC=CC=C12)=C(C)N(C)C)=O (1-(3-Methylphenyl)-3-(1-dimethylaminoethylidene)-2(1H,3H)-indolone). Reaction SMILES: [CH3:1][N:2]([CH3:15])[C:3](=[C:5]1[C:13]2[C:8](=[CH:9][CH:10]=[CH:11][CH:12]=2)[NH:7][C:6]1=[O:14])[CH3:4]>CCCCCC>[CH3:5][C:13]1[CH:12]=[C:11]([N:7]2[C:8]3[C:13](=[CH:12][CH:11]=[CH:10][CH:9]=3)[C:5](=[C:3]([N:2]([CH3:1])[CH3:15])[CH3:4])[C:6]2=[O:14])[CH:10]=[CH:9][CH:8]=1. Procedure: Using a reaction time of 18 hours at reflux and crystallizing the product from hexane after chromatography, 3-(1-dimethylaminoethylidene)-2(1H,3H)-indolone (4.06 g, 20 mmoles) was converted to present title product, 0.45 g, m.p. 96°-99°. Starting materials: C(O)([O-])=O.[Na+] (sodium hydrogen carbonate), ClCC1=CC=C(C(=O)Cl)C=C1 (4-chloromethylbenzoylchloride), Cl.C1=C(C=CC2=CC=CC=C12)S(=O)(=O)N1CCNCC1 (1-(2-naphthalenesulfonyl)piperazine hydrochloride). The solvent is C(C)(=O)OCC (ethyl acetate). Conditions: time 30 minute. The product is ClCC1=CC=C(C(=O)N2CCN(CC2)S(=O)(=O)C2=CC3=CC=CC=C3C=C2)C=C1 (1-(4-Chloromethylbenzoyl)-4-(2-naphthalenesulfonyl)piperazine). The yield is 72.2%. Reaction SMILES: Cl.[CH:2]1[C:11]2[C:6](=[CH:7][CH:8]=[CH:9][CH:10]=2)[CH:5]=[CH:4][C:3]=1[S:12]([N:15]1[CH2:20][CH2:19][NH:18][CH2:17][CH2:16]1)(=[O:14])=[O:13].C(=O)([O-])O.[Na+].[Cl:26][CH2:27][C:28]1[CH:36]=[CH:35][C:31]([C:32](Cl)=[O:33])=[CH:30][CH:29]=1>C(OCC)(=O)C>[Cl:26][CH2:27][C:28]1[CH:36]=[CH:35][C:31]([C:32]([N:18]2[CH2:19][CH2:20][N:15]([S:12]([C:3]3[CH:4]=[CH:5][C:6]4[C:11](=[CH:10][CH:9]=[CH:8][CH:7]=4)[CH:2]=3)(=[O:14])=[O:13])[CH2:16][CH2:17]2)=[O:33])=[CH:30][CH:29]=1 |f:0.1,2.3|. Procedure details: To a mixture of 1-(2-naphthalenesulfonyl)piperazine hydrochloride (5.0 g) in ethyl acetate (60 ml) and an aqueous solution of 10% sodium hydrogen carbonate (40 ml) was added 4-chloromethylbenzoylchloride (3.02 g), and the solution was stirred at room temperature for 30 minutes. The organic layer was separated, washed with water and saturated sodium chloride, dried and concentrated. The residue was washed with diisopropylether and dried under reduced pressure to give the title compound (4.945 g, ... Starting materials: CCNc1ccccc1C1CCc2cc(OC(=O)C(C)(C)C)ccc2C1, O=Cc1ccc(CC(=O)O)cc1. Yields the product CC(C)(C)C(=O)Oc1ccc2c(c1)CCC(c1ccccc1NCCCc1ccc(CC(=O)O)cc1)C2. As a reaction SMILES: [CH2:1]([CH3:2])[NH:3][c:4]1[c:5]([CH:10]2[CH2:11][c:12]3[cH:13][cH:14][c:15]([O:20][C:21]([C:22]([CH3:23])([CH3:24])[CH3:25])=[O:26])[cH:16][c:17]3[CH2:18][CH2:19]2)[cH:6][cH:7][cH:8][cH:9]1.[CH:27](=[O:28])[c:29]1[cH:30][cH:31][c:32]([CH2:35][C:36](=[O:37])[OH:38])[cH:33][cH:34]1>>[CH2:1]([CH2:2][CH2:27][c:29]1[cH:30][cH:31][c:32]([CH2:35][C:36](=[O:37])[OH:38])[cH:33][cH:34]1)[NH:3][c:4]1[c:5]([CH:10]2[CH2:11][c:12]3[cH:13][cH:14][c:15]([O:20][C:21]([C:22]([CH3:23])([CH3:24])[CH3:25])=[O:26])[cH:16][c:17]3[CH2:18][CH2:19]2)[cH:6][cH:7][cH:8][cH:9]1. Reactants: NC=1C(N(C(N(C1N)CCC)=O)CCC)=O (5,6-diamino-1,3-dipropyluracil), C(C1=CC=CC=C1)OC1=C(C=C(/C=C/C(=O)O)C=C1OC)OC ((E)-4-benzyloxy-3,5-dimethoxycinnamic acid). Yields the product C(C1=CC=CC=C1)OC1=C(C=C(/C=C/C2=NC=3N(C(N(C(C3N2)=O)CCC)=O)CCC)C=C1OC)OC ((E)-8-(4-Benzyloxy-3,5-dimethoxystyryl)-1,3-dipropylxanthine). The yield is 74.4%. Reaction SMILES: [NH2:1][C:2]1[C:3](=[O:16])[N:4]([CH2:13][CH2:14][CH3:15])[C:5](=[O:12])[N:6]([CH2:9][CH2:10][CH3:11])[C:7]=1[NH2:8].[CH2:17]([O:24][C:25]1[C:35]([O:36][CH3:37])=[CH:34][C:28](/[CH:29]=[CH:30]/[C:31](O)=O)=[CH:27][C:26]=1[O:38][CH3:39])[C:18]1[CH:23]=[CH:22][CH:21]=[CH:20][CH:19]=1>>[CH2:17]([O:24][C:25]1[C:35]([O:36][CH3:37])=[CH:34][C:28](/[CH:29]=[CH:30]/[C:31]2[NH:1][C:2]3[C:3](=[O:16])[N:4]([CH2:13][CH2:14][CH3:15])[C:5](=[O:12])[N:6]([CH2:9][CH2:10][CH3:11])[C:7]=3[N:8]=2)=[CH:27][C:26]=1[O:38][CH3:39])[C:18]1[CH:19]=[CH:20][CH:21]=[CH:22][CH:23]=1. Procedure details: Substantially the same procedure as in Reference Example 1 was repeated using 3.30 g (14.5 mmol) of 5,6-diamino-1,3-dipropyluracil and 5.0 g (15.9 mmol) of Compound G. Then, the resultant crude crystals were recrystallized from ethanol/2-propanol to give 5.44 g (yield 74%) of Compound 26 as a white powder. The reactants are O (water), 0, BrCC1=CC=CC2=C1N=C(S2)C2=CC=CC=C2 (4-Bromomethyl-2-phenyl-benzothiazole), C(C)(=O)[O-].[K+] (potassium acetate). Solvent: CN(C=O)C (dimethylformamide). Product: C(C)(=O)OCC1=CC=CC2=C1N=C(S2)C2=CC=CC=C2 (4-Acetoxymethyl-2-phenyl-benzothiazole). Reaction SMILES: Br[CH2:2][C:3]1[C:8]2[N:9]=[C:10]([C:12]3[CH:17]=[CH:16][CH:15]=[CH:14][CH:13]=3)[S:11][C:7]=2[CH:6]=[CH:5][CH:4]=1.[C:18]([O-:21])(=[O:20])[CH3:19].[K+].O>CN(C)C=O>[C:18]([O:21][CH2:2][C:3]1[C:8]2[N:9]=[C:10]([C:12]3[CH:17]=[CH:16][CH:15]=[CH:14][CH:13]=3)[S:11][C:7]=2[CH:6]=[CH:5][CH:4]=1)(=[O:20])[CH3:19] |f:1.2|. Reported procedure: 53 g (0 176 mol) of the compound from Example I and 20 g (0.2 mol) of potassium acetate were stirred at room temperature in 500 ml of dimethylformamide for 24 h, the solvent was stripped off in vacuo, water was added, and the product was filtered off with suction and dried.